This data is from the Open Reaction Database (ORD), a public repository of structured organic reaction records. The task is: describe an organic reaction: reactants, conditions, products, and yield The reactants are BrC#CCCCCCCBr (1,8-dibromo-1-octyne), copper halide, Grignard reagent. The solvent is O1CCCC1 (tetrahydrofuran), O1CCCC1 (tetrahydrofuran). The product is BrCCCCCCC#CCCC=CCCCC (1-bromohexadeca-11-en-7-yne). RXN SMILES: Br[C:2]#[C:3][CH2:4][CH2:5][CH2:6][CH2:7][CH2:8][CH2:9][Br:10]>O1CCCC1>[Br:10][CH2:9][CH2:8][CH2:7][CH2:6][CH2:5][CH2:4][C:3]#[C:2][CH2:2][CH2:3][CH:4]=[CH:5][CH2:6][CH2:7][CH2:8][CH3:9]. Procedure details: On the other hand, 1,8-dibromo-1-octyne and a copper halide as the catalyst are dissolved in tetrahydrofuran in a reaction vessel to form a reaction mixture, into which the above prepared Grignard reagent in tetrahydrofuran is added dropwise to effect the reaction between the reactants followed by hydrolysis and distillation to give 1-bromohexadeca-11-en-7-yne. The reaction is expressed by the following reaction equation: The reactants are [F-].C(CCC)[N+](CCCC)(CCCC)CCCC (tetra-n-butylammonium fluoride), NC1=NC(=C(C(=C1C#N)C1CCC(CC1)OCCO[Si](C1=CC=CC=C1)(C1=CC=CC=C1)C(C)(C)C)C#N)SCC=1N=C(SC1)C1=CC=C(C=C1)Cl (2-Amino-4-[4-(2-{[tert-butyl(diphenyl)silyl]oxy}ethoxy)cyclohexyl]-6-({[2-(4-chlorophenyl)-1,3-thiazol-4-yl]methyl}thio)pyridine-3,5-dicarbonitrile), C(C)(=O)OCC (ethyl acetate). The solvent is C1CCOC1 (THF). Run at time 20 hour. Product: NC1=NC(=C(C(=C1C#N)[C@@H]1CC[C@@H](CC1)OCCO)C#N)SCC=1N=C(SC1)C1=CC=C(C=C1)Cl (2-Amino-6-({[2-(4-chlorophenyl)-1,3-thiazol-4-yl]methyl}thio)-4-[cis-4-(2-hydroxyethoxy)cyclohexyl]pyridine-3,5-dicarbonitrile). Reaction SMILES: [NH2:1][C:2]1[C:7]([C:8]#[N:9])=[C:6]([CH:10]2[CH2:15][CH2:14][CH:13]([O:16][CH2:17][CH2:18][O:19][Si](C(C)(C)C)(C3C=CC=CC=3)C3C=CC=CC=3)[CH2:12][CH2:11]2)[C:5]([C:37]#[N:38])=[C:4]([S:39][CH2:40][C:41]2[N:42]=[C:43]([C:46]3[CH:51]=[CH:50][C:49]([Cl:52])=[CH:48][CH:47]=3)[S:44][CH:45]=2)[N:3]=1.[F-].C([N+](CCCC)(CCCC)CCCC)CCC.C(OCC)(=O)C>C1COCC1>[NH2:1][C:2]1[C:7]([C:8]#[N:9])=[C:6]([C@H:10]2[CH2:15][CH2:14][C@@H:13]([O:16][CH2:17][CH2:18][OH:19])[CH2:12][CH2:11]2)[C:5]([C:37]#[N:38])=[C:4]([S:39][CH2:40][C:41]2[N:42]=[C:43]([C:46]3[CH:47]=[CH:48][C:49]([Cl:52])=[CH:50][CH:51]=3)[S:44][CH:45]=2)[N:3]=1 |f:1.2|. Procedure: 43 mg (0.06 mmol) of the compound from Example 7A (cis isomer) are dissolved in 5 ml of dry THF, 22 mg (0.08 mmol) of tetra-n-butylammonium fluoride are added and the mixture is stirred at RT for 20 h. 15 ml of ethyl acetate are then added to the mixture. The mixture is washed twice with in each case 3 ml of saturated aqueous sodium bicarbonate solution. The organic phase is dried over magnesium sulfate. After removal of the solvent on a rotary evaporator the crude product is purified chromatogr...